Dataset: the Open Reaction Database (ORD), a public repository of structured organic reaction records. Task: describe an organic reaction: reactants, conditions, products, and yield Reactants: Cc2ccc(B1OCC(C)(C)CO1)cc2 (effective_coupling_partner), CCOC(=O)c1ccc(OC(=O)N(CC)CC)cc1 (substrate). The reagents and catalysts are IAd. Run at temperature 150 celsius, time 20 hour. The product is CCOC(=O)c2ccc(c1ccc(C)cc1)cc2. The reactants are C(C)OC(=O)C=1NC2=C(C=C(C=C2C1)[N+](=O)[O-])C (7-methyl-5-nitro-1H-indole-2-carboxylic acid ethyl ester), [H][H] (hydrogen). The reagents and catalysts are [Pd] (Pd/C). Solvent: O1CCCC1.CO (tetrahydrofuran methanol). Product: C(C)OC(=O)C=1NC2=C(C=C(C=C2C1)N)C (5-amino-7-methyl-1H-indole-2-carboxylic acid ethyl ester). RXN SMILES: [CH2:1]([O:3][C:4]([C:6]1[NH:7][C:8]2[C:13]([CH:14]=1)=[CH:12][C:11]([N+:15]([O-])=O)=[CH:10][C:9]=2[CH3:18])=[O:5])[CH3:2].[H][H]>O1CCCC1.CO.[Pd]>[CH2:1]([O:3][C:4]([C:6]1[NH:7][C:8]2[C:13]([CH:14]=1)=[CH:12][C:11]([NH2:15])=[CH:10][C:9]=2[CH3:18])=[O:5])[CH3:2] |f:2.3|. Reported procedure: A mixture of 5 g 7-methyl-5-nitro-1H-indole-2-carboxylic acid ethyl ester and 0.5 g Pd/C 10% in 200 ml tetrahydrofuran/methanol (3:1) was stirred for 5 h under a pressure of 3 bar of hydrogen. The catalyst was filtered and the mixture was evaporated under reduced pressure. The residue was purified by silica gel chromatography (SiO2; cyclohexane/ethyl acetate 75:25→50:50).